From a dataset of the Open Reaction Database (ORD), a public repository of structured organic reaction records. describe an organic reaction: reactants, conditions, products, and yield The reactants are N(=NC(C#N)(C)C)C(C#N)(C)C (azobisisobutyronitrile), C=CCCCCCC (1-octene), P (hydrogen phosphide), C=CCCCCCC (octene). Run in C1=CC=CC=C1 (benzene). Run at temperature 90 celsius, time 5 hour. Product: C(CCCCCCC)P (octylphosphine). Isolated yield 70.0%. As a reaction SMILES: N(C(C)(C)C#N)=NC(C)(C)C#N.[CH2:13]=[CH:14][CH2:15][CH2:16][CH2:17][CH2:18][CH2:19][CH3:20].[PH3:21]>C1C=CC=CC=1>[CH2:13]([PH2:21])[CH2:14][CH2:15][CH2:16][CH2:17][CH2:18][CH2:19][CH3:20]. Reported procedure: A 1-liter autoclave was charged with 5 g of azobisisobutyronitrile, 50 g of benzene and 112 g (1 mol) of 1-octene, and 136 g (4 mols) of hydrogen phosphide was condensed thereinto. The whole was heated to 90° C. The pressure initially rose to 70 bars, then dropped gradually to 55 bars, and remained constant after 5 hours. The reaction mixture was analyzed by NMR-spectroscopy. The octene conversion rate was 85%. Primary octylphosphine was obtained in a yield of 70%, secondary octylphosphine was o... The reactants are S(=O)(=O)([O-])OOS(=O)(=O)[O-].[NH4+].[NH4+] (ammonium persulfate), C(C1=CN=CC=C1)(=O)O (Nicotinic acid), C(C)(C)(C)C(=O)O (tert-Butyl carboxylic acid). The reagents and catalysts are [N+](=O)([O-])[O-].[Ag+] (AgNO3). The solvent is O (water), OS(=O)(=O)O (H2SO4), [Al] (aluminum). Reaction conditions: temperature 90 celsius. Product: C(C)(C)(C)C1=NC=C(C(=O)O)C=C1 (6-tert-butyl-nicotinic acid). As a reaction SMILES: [C:1]([OH:9])(=[O:8])[C:2]1[CH:7]=[CH:6][CH:5]=[N:4][CH:3]=1.[C:10](C(O)=O)([CH3:13])([CH3:12])[CH3:11].S(OOS([O-])(=O)=O)([O-])(=O)=O.[NH4+].[NH4+]>O.OS(O)(=O)=O.[Al].[N+]([O-])([O-])=O.[Ag+]>[C:10]([C:5]1[CH:6]=[CH:7][C:2]([C:1]([OH:9])=[O:8])=[CH:3][N:4]=1)([CH3:13])([CH3:12])[CH3:11] |f:2.3.4,8.9|. Reported procedure: Nicotinic acid (1.0 g; 7.3 mmol) is dissolved in a mixture of water (10 mL) and conc. H2SO4 (0.5 mL) with stirring. tert-Butyl carboxylic acid is added, and the resulting crystalline slurry stirred under nitrogen. Catalytic AgNO3 and ammonium persulfate (140 mg; 0.61 mmol) are then added, the flask wrapped in aluminum foil to shield from light and the reaction heated to 90° C. for 3 hr. The reaction is cooled to 0° C., basified to pH 10 and extracted with EtOAc (4×50 mL). The pooled organic laye... Procedure details: 80 mg 2-[(4-Hydroxy-benzo[b]thiophene-5-carbonyl)-amino]-2-methyl-propionic acid tert-butyl ester, 90 mg cesium carbonate, 55 mg of 1-bromomethyl-4-trifluoromethyl-benzene and 8 mg potassium iodide were dissolved in 1 ml of N,N-dimethylformamide and stirred for 1 h at 60° C. 10 ml of ethyl acetate and 10 ml of brine were added to the reaction. The organic layer was separated and washed again with 10 ml of brine. It was then dried over sodium sulphate, filtered and concentrated in vacuo. The resu... The product is C(C)(C)(C)OC(C(C)(NC(=O)C1=C(C2=C(SC=C2)C=C1)OCC1=CC=C(C=C1)C(F)(F)F)C)=O (2-methyl-2-{[4-(4-trifluoromethyl-benzyloxy)-benzo[b]thiophene-5-carbonyl]-amino}-propionic acid tert-butyl ester). Reaction conditions: temperature 60 celsius, time 1 hour. RXN SMILES: [C:1]([O:5][C:6](=[O:23])[C:7]([NH:10][C:11]([C:13]1[CH:21]=[CH:20][C:16]2[S:17][CH:18]=[CH:19][C:15]=2[C:14]=1[OH:22])=[O:12])([CH3:9])[CH3:8])([CH3:4])([CH3:3])[CH3:2].C(=O)([O-])[O-].[Cs+].[Cs+].Br[CH2:31][C:32]1[CH:37]=[CH:36][C:35]([C:38]([F:41])([F:40])[F:39])=[CH:34][CH:33]=1.[I-].[K+]>CN(C)C=O.[Cl-].[Na+].O.C(OCC)(=O)C>[C:1]([O:5][C:6](=[O:23])[C:7]([CH3:9])([NH:10][C:11]([C:13]1[CH:21]=[CH:20][C:16]2[S:17][CH:18]=[CH:19][C:15]=2[C:14]=1[O:22][CH2:31][C:32]1[CH:33]=[CH:34][C:35]([C:38]([F:39])([F:40])[F:41])=[CH:36][CH:37]=1)=[O:12])[CH3:8])([CH3:2])([CH3:3])[CH3:4] |f:1.2.3,5.6,8.9.10|. The solvent is CN(C=O)C (N,N-dimethylformamide), [Cl-].[Na+].O (brine), C(C)(=O)OCC (ethyl acetate). Isolated yield 99.5%. Starting materials: C(C)(C)(C)OC(C(C)(C)NC(=O)C1=C(C2=C(SC=C2)C=C1)O)=O (2-[(4-Hydroxy-benzo[b]thiophene-5-carbonyl)-amino]-2-methyl-propionic acid tert-butyl ester), C([O-])([O-])=O.[Cs+].[Cs+] (cesium carbonate), BrCC1=CC=C(C=C1)C(F)(F)F (1-bromomethyl-4-trifluoromethyl-benzene), [I-].[K+] (potassium iodide).